From a dataset of the Open Reaction Database (ORD), a public repository of structured organic reaction records. describe an organic reaction: reactants, conditions, products, and yield The reactants are ClS(=O)(=O)O (ClSO3H), C(C)(=O)NC=1SC=C(C1C(=O)N)C (2-acetylamino-4-methyl-thiophene-3-carboxylic acid amide). Conditions: temperature 40 celsius, time 3 hour. Product: C(C)(=O)NC1=C(C(=C(S1)S(=O)(=O)Cl)C)C(N)=O (5-Acetylamino-4-carbamoyl-3-methyl-thiophene-2-sulfonyl chloride). RXN SMILES: [Cl:1][S:2]([OH:5])(=O)=[O:3].[C:6]([NH:9][C:10]1[S:11][CH:12]=[C:13]([CH3:18])[C:14]=1[C:15]([NH2:17])=[O:16])(=[O:8])[CH3:7]>>[C:6]([NH:9][C:10]1[S:11][C:12]([S:2]([Cl:1])(=[O:5])=[O:3])=[C:13]([CH3:18])[C:14]=1[C:15](=[O:16])[NH2:17])(=[O:8])[CH3:7]. Procedure: Neat ClSO3H (6.7 mL, 100 mmol) is cooled to 0° C. 2-acetylamino-4-methyl-thiophene-3-carboxylic acid amide (1.98 g, 10 mmol) is added in portions over a period of 15 min, and the mixture is stirred at 40° C. for 3 h. The mixture is cooled down to room temperature and poured slowly onto ice cold water. The resulting suspension is washed twice with EtOAc, the combined organic fractions are dried over MgSO4, filtered and evaporated to yield the desired product which is used as such. Starting materials: C[Al](C)C, CN(C)N, COC(=O)c1cc(OCc2c(-c3ccccc3)noc2C)no1, C1COCCO1. Product: Cc1onc(-c2ccccc2)c1COc1cc(C(=O)NN(C)C)on1. As a reaction SMILES: [CH3:1][Al:2]([CH3:3])[CH3:4].[CH3:5][N:6]([NH2:7])[CH3:8].[CH3:9][O:10][C:11](=[O:12])[c:13]1[cH:14][c:15]([O:18][CH2:19][c:20]2[c:21](-[c:26]3[cH:27][cH:28][cH:29][cH:30][cH:31]3)[n:22][o:23][c:24]2[CH3:25])[n:16][o:17]1.[O:32]1[CH2:33][CH2:34][O:35][CH2:36][CH2:37]1>>[CH3:5][N:6]([NH:7][C:11](=[O:10])[c:13]1[cH:14][c:15]([O:18][CH2:19][c:20]2[c:21](-[c:26]3[cH:27][cH:28][cH:29][cH:30][cH:31]3)[n:22][o:23][c:24]2[CH3:25])[n:16][o:17]1)[CH3:8].